This data is from the Open Reaction Database (ORD), a public repository of structured organic reaction records. The task is: describe an organic reaction: reactants, conditions, products, and yield The reactants are Cl.NCC=1SC(=C(N1)C1=CC=C(C=C1)OC)C1=CC=C(C=C1)OC (2-Aminomethyl-4,5-bis(4-methoxyphenyl)thiazole hydrochloride), C(O)([O-])=O.[Na+] (sodium hydrogencarbonate), Cl.CN(CCCN=C=NCC)C (1-(3-dimethylaminopropyl)-3-ethylcarbodiimide hydrochloride), Cl.N1=CC(=CC=C1)CC(=O)O (3-pyridylacetic acid hydrochloride). The solvent is ClCCl (dichloromethane), CN(C=O)C (dimethylformamide), O (water). Run at time 2 hour. Product: Cl.COC1=CC=C(C=C1)C=1N=C(SC1C1=CC=C(C=C1)OC)CNC(CC=1C=NC=CC1)=O (4,5-bis(4-methoxyphenyl)-2-(3-pyridylacetylaminomethyl)thiazole hydrochloride). Yield: 39.1%. Reaction SMILES: [ClH:1].[NH2:2][CH2:3][C:4]1[S:5][C:6]([C:17]2[CH:22]=[CH:21][C:20]([O:23][CH3:24])=[CH:19][CH:18]=2)=[C:7]([C:9]2[CH:14]=[CH:13][C:12]([O:15][CH3:16])=[CH:11][CH:10]=2)[N:8]=1.C(=O)([O-])O.[Na+].Cl.CN(C)CCCN=C=NCC.Cl.[N:43]1[CH:48]=[CH:47][CH:46]=[C:45]([CH2:49][C:50](O)=[O:51])[CH:44]=1>CN(C)C=O.O.ClCCl>[ClH:1].[CH3:16][O:15][C:12]1[CH:11]=[CH:10][C:9]([C:7]2[N:8]=[C:4]([CH2:3][NH:2][C:50](=[O:51])[CH2:49][C:45]3[CH:44]=[N:43][CH:48]=[CH:47][CH:46]=3)[S:5][C:6]=2[C:17]2[CH:18]=[CH:19][C:20]([O:23][CH3:24])=[CH:21][CH:22]=2)=[CH:14][CH:13]=1 |f:0.1,2.3,4.5,6.7,11.12|. Procedure: 2-Aminomethyl-4,5-bis(4-methoxyphenyl)thiazole hydrochloride (1.00 g) was added to a mixture of dichloromethane and saturated aqueous solution of sodium hydrogencarbonate, and was extracted with dichloromethane. The organic layer was washed with water, and brine, and dried over magnesium sulfate. After filtration, the filtrate was evaporated in vacuo, and resulting residue was dissolved in dimethylformamide (25 ml). To the resulting mixture was added 1-(3-dimethylaminopropyl)-3-ethylcarbodiimide...